Task: describe an organic reaction: reactants, conditions, products, and yield. Dataset: the Open Reaction Database (ORD), a public repository of structured organic reaction records Starting materials: CCO, Cl, [Na+], [OH-], CC(=O)OCCC(=O)Nc1nc(CN2CCC(c3c[nH]c4ccccc34)CC2)cs1. Yields the product O=C(CCO)Nc1nc(CN2CCC(c3c[nH]c4ccccc34)CC2)cs1. As a reaction SMILES: [CH3:34][CH2:35][OH:36].[ClH:33].[Na+:32].[OH-:31].[nH:1]1[cH:2][c:3]([CH:10]2[CH2:11][CH2:12][N:13]([CH2:16][c:17]3[n:18][c:19]([NH:22][C:23]([CH2:24][CH2:25][O:26][C:27](=[O:28])[CH3:29])=[O:30])[s:20][cH:21]3)[CH2:14][CH2:15]2)[c:4]2[cH:5][cH:6][cH:7][cH:8][c:9]12>>[nH:1]1[cH:2][c:3]([CH:10]2[CH2:11][CH2:12][N:13]([CH2:16][c:17]3[n:18][c:19]([NH:22][C:23]([CH2:24][CH2:25][OH:26])=[O:30])[s:20][cH:21]3)[CH2:14][CH2:15]2)[c:4]2[cH:5][cH:6][cH:7][cH:8][c:9]12. The reactants are CC(=O)OC1CCC2(C)C(CCC3C2CCC2(C)C3CC(C)C2(O)C(C)=O)C1, CC(=O)OC(C)=O, ClC(Cl)Cl, O=C([O-])C(F)(F)F, F, FC(Cl)(Cl)Cl, [Na+], [Na+], [Na+], O=S([O-])([O-])=S, c1ccncc1. The product is CC(=O)OC1CCC2(C)C(CCC3C4CC(C)C(O)(C(C)=O)C4(C)CCC32F)C1. Reaction SMILES: [C:1]([CH3:2])(=[O:3])[O:4][CH:5]1[CH2:6][CH:7]2[CH2:8][CH2:9][CH:10]3[CH:11]4[CH2:12][CH:13]([CH3:28])[C:14]([C:15]([CH3:16])=[O:17])([OH:27])[C:18]4([CH3:26])[CH2:19][CH2:20][CH:21]3[C:22]2([CH3:25])[CH2:23][CH2:24]1.[CH3:29][C:30]([O:31][C:32](=[O:33])[CH3:34])=[O:35].[CH:63]([Cl:64])([Cl:65])[Cl:66].[F:36][C:37]([F:38])([F:39])[C:40]([O-:41])=[O:42].[F:44].[F:58][C:59]([Cl:60])([Cl:61])[Cl:62].[Na+:43].[Na+:50].[Na+:51].[S:45]([O-:46])([O-:47])(=[O:48])=[S:49].[cH:52]1[cH:53][cH:54][n:55][cH:56][cH:57]1>>[C:1]([CH3:2])(=[O:3])[O:4][CH:5]1[CH2:6][CH:7]2[CH2:8][CH2:9][CH:10]3[CH:11]4[CH2:12][CH:13]([CH3:28])[C:14]([C:15]([CH3:16])=[O:17])([OH:27])[C:18]4([CH3:26])[CH2:19][CH2:20][C:21]3([F:36])[C:22]2([CH3:25])[CH2:23][CH2:24]1. Procedure: By the method described in Example 1, [2-dimethylamino-6-methoxybenzothien-3-yl][4-[2-(1-piperidinyl)ethoxy]phenyl]-methanone (1.0 g, 2.29 mmol) in chlorobenzene (10 mL) was treated with a 0.64 M THF solution of 3-methoxyphenylmagnesium bromide (11.0 mL, 7.04 mmol) (prepared from 3-bromoanisole, catalytic iodide, and magnesium turnings in THF) to provide after chromatography (silica gel, 5-10% MeOH in CH2Cl2) 610 mg (53%) of the title compound as a dark oil: 1H NMR d 1.44 (m, 2H), 1.59 (m, 4H), ... The yield is 53.1%. RXN SMILES: CN(C)[C:3]1[S:4][C:5]2[CH:28]=[C:27]([O:29][CH3:30])[CH:26]=[CH:25][C:6]=2[C:7]=1[C:8]([C:10]1[CH:15]=[CH:14][C:13]([O:16][CH2:17][CH2:18][N:19]2[CH2:24][CH2:23][CH2:22][CH2:21][CH2:20]2)=[CH:12][CH:11]=1)=[O:9].C1COCC1.[CH3:37][O:38][C:39]1[CH:40]=[C:41]([Mg]Br)[CH:42]=[CH:43][CH:44]=1.CO>ClC1C=CC=CC=1.C(Cl)Cl>[CH3:37][O:38][C:39]1[CH:44]=[C:43]([C:3]2[S:4][C:5]3[CH:28]=[C:27]([O:29][CH3:30])[CH:26]=[CH:25][C:6]=3[C:7]=2[C:8]([C:10]2[CH:15]=[CH:14][C:13]([O:16][CH2:17][CH2:18][N:19]3[CH2:20][CH2:21][CH2:22][CH2:23][CH2:24]3)=[CH:12][CH:11]=2)=[O:9])[CH:42]=[CH:41][CH:40]=1. The solvent is ClC1=CC=CC=C1 (chlorobenzene), C(Cl)Cl (CH2Cl2). The reactants are CN(C=1SC2=C(C1C(=O)C1=CC=C(C=C1)OCCN1CCCCC1)C=CC(=C2)OC)C ([2-dimethylamino-6-methoxybenzothien-3-yl][4-[2-(1-piperidinyl)ethoxy]phenyl]-methanone), C1CCOC1 (THF), COC=1C=C(C=CC1)[Mg]Br (3-methoxyphenylmagnesium bromide), CO (MeOH). Yields the product COC=1C=C(C=CC1)C1=C(C2=C(S1)C=C(C=C2)OC)C(=O)C2=CC=C(C=C2)OCCN2CCCCC2 ([2-(3-Methoxyphenyl)-6-methoxybenzo[b]thien-3-yl][4-[2-(1-piperidinyl)ethoxy]phenyl]methanone). Reactants: CO, C=Cc1ccc2sc(C(=N)N)cc2c1, Cl. The product is CCc1ccc2sc(C(=N)N)cc2c1, Cl. Reaction SMILES: [CH3:16][OH:17].[CH:2](=[CH2:3])[c:4]1[cH:5][c:6]2[c:7]([s:8][c:9]([C:11](=[NH:12])[NH2:13])[cH:10]2)[cH:14][cH:15]1.[ClH:1]>>[CH2:2]([CH3:3])[c:4]1[cH:5][c:6]2[c:7]([s:8][c:9]([C:11](=[NH:12])[NH2:13])[cH:10]2)[cH:14][cH:15]1.[ClH:1].